Dataset: the Open Reaction Database (ORD), a public repository of structured organic reaction records. Task: describe an organic reaction: reactants, conditions, products, and yield The reactants are ClC(Cl)(Cl)Cl, CC(C)c1cccc(CO)c1Cl, O=S(Cl)Cl. The product is CC(C)c1cccc(CCl)c1Cl. RXN SMILES: [C:17]([Cl:18])([Cl:19])([Cl:20])[Cl:21].[Cl:5][c:6]1[c:7]([CH2:8][OH:9])[cH:10][cH:11][cH:12][c:13]1[CH:14]([CH3:15])[CH3:16].[S:1]([Cl:2])([Cl:3])=[O:4]>>[Cl:3][CH2:8][c:7]1[c:6]([Cl:5])[c:13]([CH:14]([CH3:15])[CH3:16])[cH:12][cH:11][cH:10]1. Starting materials: Cl (hydrochloric acid), Cl[O-].[Na+] (sodium hypochlorite), FC(C(C(F)(F)F)(O)C1=C(C=CC(=C1)C)I)(F)F (1,1,1,3,3,3-hexafluoro-2-(2-iodo-5-methylphenyl)propan-2-ol). Run in CC(C)O (propan-2-ol). Conditions: time 5 minute. Yields the product ClI1OC(C2=C1C=CC(=C2)C)(C(F)(F)F)C(F)(F)F (1-chloro-1,3-dihydro-5-methyl-3,3-bis(trifluoromethyl)-1,2-benziodoxole). Yield: 76.0%. Reaction SMILES: [F:1][C:2]([F:18])([F:17])[C:3]([C:9]1[CH:14]=[C:13]([CH3:15])[CH:12]=[CH:11][C:10]=1[I:16])([OH:8])[C:4]([F:7])([F:6])[F:5].[ClH:19].Cl[O-].[Na+]>CC(O)C>[Cl:19][I:16]1[C:10]2[CH:11]=[CH:12][C:13]([CH3:15])=[CH:14][C:9]=2[C:3]([C:4]([F:7])([F:6])[F:5])([C:2]([F:1])([F:17])[F:18])[O:8]1 |f:2.3|. Procedure details: Compound 2 (60 mg, 156 μmol) was dissolved in 2 mL propan-2-ol, 10 μL hydrochloric acid (37%) and 50 μL sodium hypochlorite solution (10-15% in water) were added. A white precipitate appeared instantaneously. The reaction mixture was stirred 5 min at room temperature. The solvent was removed under vacuum and the residue was purified over silica gel column using dichloromethane as eluant to give 50 mg (119 μmol, 76% yield) of a white solid. Starting materials: COC1=CC=C(COC2(COC(OC2)(C)C)C=2SC=CN2)C=C1 (2-(5-(4-methoxybenzyloxy)-2,2-dimethyl-1,3-dioxan-5-yl)thiazole). The reagents and catalysts are O.O.[Cu](Cl)Cl (copper(II) chloride dihydrate). The solvent is CO (methanol). Reaction conditions: temperature 70 celsius. Product: COC1=CC=C(COC(CO)(CO)C=2SC=CN2)C=C1 (2-(4-methoxybenzyloxy)-2-(thiazol-2-yl)propane-1,3-diol). RXN SMILES: [CH3:1][O:2][C:3]1[CH:23]=[CH:22][C:6]([CH2:7][O:8][C:9]2([C:17]3[S:18][CH:19]=[CH:20][N:21]=3)[CH2:14][O:13]C(C)(C)[O:11][CH2:10]2)=[CH:5][CH:4]=1>CO.O.O.[Cu](Cl)Cl>[CH3:1][O:2][C:3]1[CH:4]=[CH:5][C:6]([CH2:7][O:8][C:9]([C:17]2[S:18][CH:19]=[CH:20][N:21]=2)([CH2:14][OH:13])[CH2:10][OH:11])=[CH:22][CH:23]=1 |f:2.3.4|. Procedure: To a solution of the 2-(5-(4-methoxybenzyloxy)-2,2-dimethyl-1,3-dioxan-5-yl)thiazole (Example 11B) (8.0 g, 23.85 mmol) in methanol (239 mL) was added copper(II) chloride dihydrate (12.20 g, 71.6 mmol) in a single portion. The mixture was heated to 70° C. for 1 hour. The reaction was cooled to room temperature and concentrated to a volume of ˜50 mL under reduced pressure. The solution was diluted with saturated aqueous ammonium chloride solution (100 mL) and ethyl acetate (150 mL). The layers wer... Starting materials: CCCC[Sn](CCCC)(CCCC)c1ccnn1C, COC(=O)c1cc(I)c(C(C)F)cc1N, C1COCCO1, Cl[Pd]Cl, c1ccc(P(c2ccccc2)c2ccccc2)cc1, c1ccc(P(c2ccccc2)c2ccccc2)cc1. The product is COC(=O)c1cc(-c2ccnn2C)c(C(C)F)cc1N. RXN SMILES: [CH3:16][n:17]1[n:18][cH:19][cH:20][c:21]1[Sn:22]([CH2:23][CH2:24][CH2:25][CH3:26])([CH2:27][CH2:28][CH2:29][CH3:30])[CH2:31][CH2:32][CH2:33][CH3:34].[CH3:1][O:2][C:3]([c:4]1[c:5]([NH2:14])[cH:6][c:7]([CH:11]([CH3:12])[F:13])[c:8]([I:10])[cH:9]1)=[O:15].[O:35]1[CH2:36][CH2:37][O:38][CH2:39][CH2:40]1.[Pd:41]([Cl:42])[Cl:43].[c:44]1([P:45]([c:46]2[cH:47][cH:48][cH:49][cH:50][cH:51]2)[c:52]2[cH:53][cH:54][cH:55][cH:56][cH:57]2)[cH:58][cH:59][cH:60][cH:61][cH:62]1.[c:63]1([P:64]([c:65]2[cH:66][cH:67][cH:68][cH:69][cH:70]2)[c:71]2[cH:72][cH:73][cH:74][cH:75][cH:76]2)[cH:77][cH:78][cH:79][cH:80][cH:81]1>>[CH3:1][O:2][C:3]([c:4]1[c:5]([NH2:14])[cH:6][c:7]([CH:11]([CH3:12])[F:13])[c:8](-[c:21]2[n:17]([CH3:16])[n:18][cH:19][cH:20]2)[cH:9]1)=[O:15].